Dataset: the Open Reaction Database (ORD), a public repository of structured organic reaction records. Task: describe an organic reaction: reactants, conditions, products, and yield Starting materials: COC(=O)C(C)(N)CSC(C)=O, [N-]=[N+]=NP(=O)(c1ccccc1)c1ccccc1. The product is COC(=O)C(C)(N)CS. Reaction SMILES: [CH3:18][O:19][C:20]([C:21]([NH2:22])([CH2:23][S:24][C:25](=[O:26])[CH3:27])[CH3:28])=[O:29].[c:1]1([P:2]([N:3]=[N+:4]=[N-:5])([c:6]2[cH:7][cH:8][cH:9][cH:10][cH:11]2)=[O:12])[cH:13][cH:14][cH:15][cH:16][cH:17]1>>[CH3:18][O:19][C:20]([C:21]([NH2:22])([CH2:23][SH:24])[CH3:28])=[O:29]. Reactants: BrC1=CC=C(O[C@H](C(CCC=2C=NC=CC2)O)C)C=C1 ((3RS,4S)-4-(4-Bromophenoxy)-1-pyridin-3-yl-pentan-3-ol), [Si](C)(C)(C(C)(C)C)Cl (tert-butyldimethylsilyl chloride), N1C=NC=C1 (imidazole). The solvent is ClCCl (dichloromethane). Reaction conditions: time 24 hour. Product: BrC1=CC=C(O[C@H](C(CCC=2C=NC=CC2)O[Si](C)(C)C(C)(C)C)C)C=C1 ((3RS,4S)-3-[4-(4-Bromophenoxy)-3-(tertbutyldimethylsilanyloxy)pentyl]pyridine). Isolated yield 94.0%. RXN SMILES: [Br:1][C:2]1[CH:20]=[CH:19][C:5]([O:6][C@@H:7]([CH3:18])[CH:8]([OH:17])[CH2:9][CH2:10][C:11]2[CH:12]=[N:13][CH:14]=[CH:15][CH:16]=2)=[CH:4][CH:3]=1.[Si:21](Cl)([C:24]([CH3:27])([CH3:26])[CH3:25])([CH3:23])[CH3:22].N1C=CN=C1>ClCCl>[Br:1][C:2]1[CH:3]=[CH:4][C:5]([O:6][C@@H:7]([CH3:18])[CH:8]([O:17][Si:21]([C:24]([CH3:27])([CH3:26])[CH3:25])([CH3:23])[CH3:22])[CH2:9][CH2:10][C:11]2[CH:12]=[N:13][CH:14]=[CH:15][CH:16]=2)=[CH:19][CH:20]=1. Procedure details: To a solution of (3RS,4S)-4-(4-Bromophenoxy)-1-pyridin-3-yl-pentan-3-ol (2.0 g, Example 4d)) in dry dichloromethane (50 ml) was added tert-butyldimethylsilyl chloride (1.17 g) and imidazole (1.08 g) and the resulting solution stirred for 24 hours, concentrated and the residue purified by chromatography on silica gel eluting with ethyl acetate:hexane (1:4 to 1:1) to afford the sub-title compound as an oil (2.52 g). Reactants: CCCCn1c2ccc(C#N)cc2c2cc(C#N)ccc21, CS(C)=O, Nc1cccc(C(F)(F)F)c1, [H-], [Na+], O. The product is CCCCn1c2ccc(C#N)cc2c2cc(C(=N)Nc3cccc(C(F)(F)F)c3)ccc21. As a reaction SMILES: [CH2:1]([CH2:2][CH2:3][CH3:4])[n:5]1[c:6]2[cH:7][cH:8][c:9]([C:20]#[N:21])[cH:10][c:11]2[c:12]2[cH:13][c:14]([C:18]#[N:19])[cH:15][cH:16][c:17]12.[CH3:36][S:37]([CH3:38])=[O:39].[F:24][C:25]([c:26]1[cH:27][c:28]([NH2:29])[cH:30][cH:31][cH:32]1)([F:33])[F:34].[H-:22].[Na+:23].[OH2:35]>>[CH2:1]([CH2:2][CH2:3][CH3:4])[n:5]1[c:6]2[cH:7][cH:8][c:9]([C:20]#[N:21])[cH:10][c:11]2[c:12]2[cH:13][c:14]([C:18](=[NH:19])[NH:29][c:28]3[cH:27][c:26]([C:25]([F:24])([F:33])[F:34])[cH:32][cH:31][cH:30]3)[cH:15][cH:16][c:17]12.